This data is from the Open Reaction Database (ORD), a public repository of structured organic reaction records. The task is: describe an organic reaction: reactants, conditions, products, and yield Starting materials: CN, COC(=O)c1cn(C)c2ccccc12. Yields the product CNCc1cn(C)c2ccccc12. As a reaction SMILES: [CH3:15][NH2:16].[CH3:1][n:2]1[cH:3][c:4]([C:11]([O:12][CH3:13])=[O:14])[c:5]2[cH:6][cH:7][cH:8][cH:9][c:10]12>>[CH3:1][n:2]1[cH:3][c:4]([CH2:11][NH:16][CH3:15])[c:5]2[cH:6][cH:7][cH:8][cH:9][c:10]12.